Dataset: the Open Reaction Database (ORD), a public repository of structured organic reaction records. Task: describe an organic reaction: reactants, conditions, products, and yield Starting materials: CC(C)(C)O, CC=C(C)C, O=Cc1c(C2CC2)cc(C(F)(F)F)cc1C(F)(F)F, [O-][Cl+][O-], [Na+], [Na+], O, O=P([O-])(O)O. The product is O=C(O)c1c(C2CC2)cc(C(F)(F)F)cc1C(F)(F)F. Reaction SMILES: [C:30]([OH:31])([CH3:32])([CH3:33])[CH3:34].[CH3:35][C:36](=[CH:37][CH3:38])[CH3:39].[CH:1]1([c:4]2[c:5]([CH:6]=[O:7])[c:8]([C:16]([F:17])([F:18])[F:19])[cH:9][c:10]([C:12]([F:13])([F:14])[F:15])[cH:11]2)[CH2:2][CH2:3]1.[Cl+:20]([O-:21])[O-:22].[Na+:23].[Na+:24].[OH2:40].[OH:25][P:26](=[O:27])([O-:28])[OH:29]>>[CH:1]1([c:4]2[c:5]([C:6](=[O:7])[OH:21])[c:8]([C:16]([F:17])([F:18])[F:19])[cH:9][c:10]([C:12]([F:13])([F:14])[F:15])[cH:11]2)[CH2:2][CH2:3]1. Reactants: CCOCC, CCc1ccc(OC(C)C(=O)OC)c(CO)c1, O=S(Cl)Cl, c1ccncc1. Product: CCc1ccc(OC(C)C(=O)OC)c(CCl)c1. RXN SMILES: [CH3:28][CH2:29][O:30][CH2:31][CH3:32].[OH:1][CH2:2][c:3]1[c:4]([O:5][CH:6]([C:7](=[O:8])[O:9][CH3:10])[CH3:11])[cH:12][cH:13][c:14]([CH2:16][CH3:17])[cH:15]1.[S:18]([Cl:19])([Cl:20])=[O:21].[cH:22]1[cH:23][cH:24][n:25][cH:26][cH:27]1>>[CH2:2]([c:3]1[c:4]([O:5][CH:6]([C:7](=[O:8])[O:9][CH3:10])[CH3:11])[cH:12][cH:13][c:14]([CH2:16][CH3:17])[cH:15]1)[Cl:20]. The reactants are OC=1C=C(C=C(C1O)[N+](=O)[O-])C=CC(=O)C1=CC=CC=C1 (3-(3,4-Dihydroxy-5-nitrophenyl)-1-phenylprop-2-en-1-one), C(C1=CC=CC=C1)(=O)Cl (benzoylchloride). Solvent: O1CCCC1 (tetrahydrofuran). Product: C(C1=CC=CC=C1)(=O)OC=1C=C(C=C(C1OC(C1=CC=CC=C1)=O)[N+](=O)[O-])C=CC(=O)C1=CC=CC=C1 (3-(3,4-Dibenzoyloxy-5-nitrophenyl)-1-phenylprop-2-en-1-one). As a reaction SMILES: [OH:1][C:2]1[CH:3]=[C:4]([CH:12]=[CH:13][C:14]([C:16]2[CH:21]=[CH:20][CH:19]=[CH:18][CH:17]=2)=[O:15])[CH:5]=[C:6]([N+:9]([O-:11])=[O:10])[C:7]=1[OH:8].[C:22](Cl)(=[O:29])[C:23]1[CH:28]=[CH:27][CH:26]=[CH:25][CH:24]=1>O1CCCC1>[C:22]([O:1][C:2]1[CH:3]=[C:4]([CH:12]=[CH:13][C:14]([C:16]2[CH:21]=[CH:20][CH:19]=[CH:18][CH:17]=2)=[O:15])[CH:5]=[C:6]([N+:9]([O-:11])=[O:10])[C:7]=1[O:8][C:14](=[O:15])[C:16]1[CH:21]=[CH:20][CH:19]=[CH:18][CH:17]=1)(=[O:29])[C:23]1[CH:28]=[CH:27][CH:26]=[CH:25][CH:24]=1. Reported procedure: 1.0 g of the product obtained in Example 8 and 2.0 ml of benzoylchloride were dissolved in 5 ml of tetrahydrofuran. Tetrahydrofuran was distilled off to a great extend and the residue was refluxed for 2 h. After cooling ether was added to the mixture and the product was filtered and triturated with ethylmethylketone. Yield 0.50 g (29%), m.p. 206°-210° C. Starting materials: CN(C1=C(C=CC=C1)N)C1=CC=2C(CCC(C2C=C1)(C)C)(C)C (N-Methyl-N-(5,5,8,8-tetramethyl-5,6,7,8-tetrahydronaphthalen-2-yl)-1,2-phenylene-diamine), COC(C1=CC=C(C(=O)O)C=C1)=O (terephthalic acid monomethyl ester), O=P(Cl)(Cl)Cl (POCl3). Solvent: C1(=CC=CC=C1)C (toluene), CCOC(=O)C (EtOAc). Yields the product COC(C1=CC=C(C=C1)C1=NC2=C(N(C=3C1=CC=1C(CCC(C1C3)(C)C)(C)C)C)C=CC=C2)=O (4-(5,7,7,10,10-Pentamethyl-7,8,9,10-tetrahydro-5H-5,13-diazabenzo[4,5]cyclohepta[1,2-b]naphthalen-12-yl)benzoic Acid Methyl Ester). Reaction SMILES: [CH3:1][N:2]([C:10]1[CH:19]=[CH:18][C:17]2[C:16]([CH3:21])([CH3:20])[CH2:15][CH2:14][C:13]([CH3:23])([CH3:22])[C:12]=2[CH:11]=1)[C:3]1[CH:8]=[CH:7][CH:6]=[CH:5][C:4]=1[NH2:9].[CH3:24][O:25][C:26](=[O:36])[C:27]1[CH:35]=[CH:34][C:30]([C:31](O)=O)=[CH:29][CH:28]=1.O=P(Cl)(Cl)Cl>C1(C)C=CC=CC=1.CCOC(C)=O>[CH3:24][O:25][C:26](=[O:36])[C:27]1[CH:35]=[CH:34][C:30]([C:31]2[C:19]3=[CH:18][C:17]4[C:16]([CH3:21])([CH3:20])[CH2:15][CH2:14][C:13]([CH3:23])([CH3:22])[C:12]=4[CH:11]=[C:10]3[N:2]([CH3:1])[C:3]3[CH:8]=[CH:7][CH:6]=[CH:5][C:4]=3[N:9]=2)=[CH:29][CH:28]=1. Procedure: A solution of N-methyl-N-(5,5,8,8-tetramethyl-5,6,7,8-tetrahydronaphthalen-2-yl)-1,2-phenylenediamine (13) (0.48 mol), terephthalic acid monomethyl ester (0.48 mol), and POCl3 (0.95 mol) in dry toluene (1750 mL) is heated at 80° C. for 4 days. After cooling to room temperature, the mixture is diluted with EtOAc (1500 mL). The mixture is washed with 5 N NaOH, brine, dried over MgSO4 and evaporated in vacuo. The residue is suspended in hexane. The crystals are collected by filtration and washed wi... Reactants: [BH4-], CCC(=O)CN(CC(=O)OC(C)(C)C)C(c1ccccc1)c1ccccc1, C1CCOC1, CO, [Na+]. RXN SMILES: [BH4-:33].[C:1]([CH3:2])([CH3:3])([CH3:4])[O:5][C:6]([CH2:7][N:8]([CH2:9][C:10]([CH2:11][CH3:12])=[O:13])[CH:14]([c:15]1[cH:16][cH:17][cH:18][cH:19][cH:20]1)[c:21]1[cH:22][cH:23][cH:24][cH:25][cH:26]1)=[O:27].[CH2:28]1[O:29][CH2:30][CH2:31][CH2:32]1.[CH3:35][OH:36].[Na+:34]>>[C:1]([CH3:2])([CH3:3])([CH3:4])[O:5][C:6]([CH2:7][N:8]([CH2:9][CH:10]([CH2:11][CH3:12])[OH:13])[CH:14]([c:15]1[cH:16][cH:17][cH:18][cH:19][cH:20]1)[c:21]1[cH:22][cH:23][cH:24][cH:25][cH:26]1)=[O:27]. The product is CCC(O)CN(CC(=O)OC(C)(C)C)C(c1ccccc1)c1ccccc1. The reactants are C1CCOC1, OCCc1c(Cl)ncnc1NC1CCc2ccccc21, O=C1NC(=O)c2ccccc21, CC(C)OC(=O)N=NC(=O)OC(C)C, c1ccc(P(c2ccccc2)c2ccccc2)cc1. Yields the product O=C1c2ccccc2C(=O)N1CCc1c(Cl)ncnc1NC1CCc2ccccc21. As a reaction SMILES: [CH2:65]1[O:66][CH2:67][CH2:68][CH2:69]1.[Cl:1][c:2]1[n:3][cH:4][n:5][c:6]([NH:11][CH:12]2[CH2:13][CH2:14][c:15]3[cH:16][cH:17][cH:18][cH:19][c:20]32)[c:7]1[CH2:8][CH2:9][OH:10].[O:21]=[C:22]1[NH:23][C:24](=[O:25])[c:26]2[cH:27][cH:28][cH:29][cH:30][c:31]21.[O:51]=[C:52]([O:53][CH:54]([CH3:55])[CH3:56])[N:57]=[N:58][C:59]([O:60][CH:61]([CH3:62])[CH3:63])=[O:64].[c:32]1([P:33]([c:34]2[cH:35][cH:36][cH:37][cH:38][cH:39]2)[c:40]2[cH:41][cH:42][cH:43][cH:44][cH:45]2)[cH:46][cH:47][cH:48][cH:49][cH:50]1>>[Cl:1][c:2]1[n:3][cH:4][n:5][c:6]([NH:11][CH:12]2[CH2:13][CH2:14][c:15]3[cH:16][cH:17][cH:18][cH:19][c:20]32)[c:7]1[CH2:8][CH2:9][N:23]1[C:22](=[O:21])[c:31]2[c:26]([cH:27][cH:28][cH:29][cH:30]2)[C:24]1=[O:25].